This data is from the Open Reaction Database (ORD), a public repository of structured organic reaction records. The task is: describe an organic reaction: reactants, conditions, products, and yield Starting materials: CC=1N=C(SC1)N (4-methylthiazol-2-amine), FC1=C(C=C(C(=O)OCC)C=C1)OC1=CC(=NC=C1)Cl (ethyl 4-fluoro-3-(2-chloropyridin-4-yloxy)benzoate), P(=O)([O-])([O-])[O-].[K+].[K+].[K+] (potassium phosphate). The reagents and catalysts are C=1C=CC(=CC1)/C=C/C(=O)/C=C/C2=CC=CC=C2.C=1C=CC(=CC1)/C=C/C(=O)/C=C/C2=CC=CC=C2.C=1C=CC(=CC1)/C=C/C(=O)/C=C/C2=CC=CC=C2.[Pd].[Pd] (Pd2(dba)3), C1(=CC=CC=C1)P(C1=CC=CC=2C(C3=CC=CC(=C3OC12)P(C1=CC=CC=C1)C1=CC=CC=C1)(C)C)C1=CC=CC=C1 (4,5-bis(diphenylphosphino)-9,9-dimethyl-9H-xanthene). Yields the product FC1=C(C=C(C(=O)OCC)C=C1)OC1=CC(=NC=C1)NC=1SC=C(N1)C (ethyl 4-fluoro-3-(2-(4-methylthiazol-2-ylamino)pyridin-4-yloxy)benzoate). The yield is 81.5%. RXN SMILES: [CH3:1][C:2]1[N:3]=[C:4]([NH2:7])[S:5][CH:6]=1.[F:8][C:9]1[CH:19]=[CH:18][C:12]([C:13]([O:15][CH2:16][CH3:17])=[O:14])=[CH:11][C:10]=1[O:20][C:21]1[CH:26]=[CH:25][N:24]=[C:23](Cl)[CH:22]=1.P([O-])([O-])([O-])=O.[K+].[K+].[K+]>C1C=CC(/C=C/C(/C=C/C2C=CC=CC=2)=O)=CC=1.C1C=CC(/C=C/C(/C=C/C2C=CC=CC=2)=O)=CC=1.C1C=CC(/C=C/C(/C=C/C2C=CC=CC=2)=O)=CC=1.[Pd].[Pd].C1(P(C2C=CC=CC=2)C2C3OC4C(=CC=CC=4P(C4C=CC=CC=4)C4C=CC=CC=4)C(C)(C)C=3C=CC=2)C=CC=CC=1>[F:8][C:9]1[CH:19]=[CH:18][C:12]([C:13]([O:15][CH2:16][CH3:17])=[O:14])=[CH:11][C:10]=1[O:20][C:21]1[CH:22]=[CH:23][N:24]=[C:25]([NH:7][C:4]2[S:5][CH:6]=[C:2]([CH3:1])[N:3]=2)[CH:26]=1 |f:2.3.4.5,6.7.8.9.10|. Reported procedure: Using the method of Example 3, Step B, 4-methylthiazol-2-amine (0.600 g, 5.26 mmol), ethyl 4-fluoro-3-(2-chloropyridin-4-yloxy)benzoate (1.55 g, 5.26 mmol), potassium phosphate (1.23 g, 5.78 mmol), Pd2(dba)3 (0.120 g, 0.131 mmol), and 4,5-bis(diphenylphosphino)-9,9-dimethyl-9H-xanthene (0.084 g, 0.131 mmol) were reacted to provide ethyl 4-fluoro-3-(2-(4-methylthiazol-2-ylamino)pyridin-4-yloxy)benzoate (1.60 g, 77% yield). 1H NMR (CDCl3) δ 10.16 (bs, 1H), 8.20 (d, 1H), 7.97 (m, 1H), 7.86 (dd, 1H)... Starting materials: NC1=NC=C(C=C1)C (2-amino-5-methylpyridine), C1(=CC=CC=C1)P(C1=CC=CC=C1)C1=CC=CC=C1 (triphenylphosphine), C1(CCCC1)CC(C(=O)O)C1=CC=C(C=C1)S(=O)(=O)C (3-cyclopentyl-2-(4-methanesulfonyl-phenyl)propionic acid), BrN1C(CCC1=O)=O (N-bromosuccinimide). Run in C(Cl)Cl (methylene chloride). Reaction conditions: temperature 25 celsius, time 30 minute. Yields the product C1(CCCC1)CC(C(=O)NC1=NC=C(C=C1)C)C1=CC=C(C=C1)S(=O)(=O)C (3-cyclopentyl-2-(4-methanesulfonyl-phenyl)-N-(5-methyl-pyridin-2-yl)-propionamide). As a reaction SMILES: C1(P(C2C=CC=CC=2)C2C=CC=CC=2)C=CC=CC=1.BrN1C(=O)CCC1=O.[CH:28]1([CH2:33][CH:34]([C:38]2[CH:43]=[CH:42][C:41]([S:44]([CH3:47])(=[O:46])=[O:45])=[CH:40][CH:39]=2)[C:35]([OH:37])=O)[CH2:32][CH2:31][CH2:30][CH2:29]1.[NH2:48][C:49]1[CH:54]=[CH:53][C:52]([CH3:55])=[CH:51][N:50]=1>C(Cl)Cl>[CH:28]1([CH2:33][CH:34]([C:38]2[CH:43]=[CH:42][C:41]([S:44]([CH3:47])(=[O:46])=[O:45])=[CH:40][CH:39]=2)[C:35]([NH:48][C:49]2[CH:54]=[CH:53][C:52]([CH3:55])=[CH:51][N:50]=2)=[O:37])[CH2:29][CH2:30][CH2:31][CH2:32]1. Reported procedure: A solution triphenylphosphine (177 mg, 0.68 mmol) in methylene chloride (3 mL) was cooled to 0° C. and then treated with N-bromosuccinimide (132 mg, 0.74 mmol) in small portions. The reaction mixture was allowed to warm to 25° C. over 30 min and then was treated with 3-cyclopentyl-2-(4-methanesulfonyl-phenyl)propionic acid (prepared as in Example 3A, 200 mg, 0.68 mmol). The reaction mixture was stirred at 25° C. for 30 min and then treated with 2-amino-5-methylpyridine (154 mg, 1.42 mmol). The r... Reactants: C(=O)(OC(C)(C)C)N1CCCC2=CC(=CC=C12)\C(=C/C(=O)OCC)\C (ethyl 3-(1-boc-1,2,3,4-tetrahydro-quinolin-6-yl)crotonate). Reagents/catalysts: [Pd] (palladium on charcoal). The solvent is C(C)O (ethanol). The product is C(=O)(OC(C)(C)C)N1CCCC2=CC(=CC=C12)C(CC(=O)OCC)C (Ethyl (R/S) 3-(1-boc-1,2,3,4-Tetrahydro-quinolin-6-yl)butyrate). The yield is 100.5%. As a reaction SMILES: [C:1]([N:8]1[C:17]2[C:12](=[CH:13][C:14](/[C:18](/[CH3:25])=[CH:19]\[C:20]([O:22][CH2:23][CH3:24])=[O:21])=[CH:15][CH:16]=2)[CH2:11][CH2:10][CH2:9]1)([O:3][C:4]([CH3:7])([CH3:6])[CH3:5])=[O:2]>[Pd].C(O)C>[C:1]([N:8]1[C:17]2[C:12](=[CH:13][C:14]([CH:18]([CH3:25])[CH2:19][C:20]([O:22][CH2:23][CH3:24])=[O:21])=[CH:15][CH:16]=2)[CH2:11][CH2:10][CH2:9]1)([O:3][C:4]([CH3:7])([CH3:6])[CH3:5])=[O:2]. Reported procedure: A mixture of ethyl 3-(1-boc-1,2,3,4-tetrahydro-quinolin-6-yl)crotonate [9 g, Reference Example 7(c)] and 5% palladium on charcoal (2.5 g) in ethanol (250 ml) was hydrogenated at room temperature and pressure overnight. The spent catalyst was removed by filtration through Celite and the filtrate was evaporated to give the title compound (9.1 g) as a colourless oil. As a reaction SMILES: [Cl:1][C:2]1[CH:23]=[CH:22][CH:21]=[C:20]([Cl:24])[C:3]=1[CH2:4][O:5][C:6]1[CH:7]=[CH:8][C:9]2[N:13]=[C:12]([NH:14][C:15](=[O:18])OC)[NH:11][C:10]=2[CH:19]=1.[N:25]1([CH2:31][CH2:32][NH2:33])[CH2:30][CH2:29][O:28][CH2:27][CH2:26]1>CN1CCCC1=O.C(OCC)C>[Cl:1][C:2]1[CH:23]=[CH:22][CH:21]=[C:20]([Cl:24])[C:3]=1[CH2:4][O:5][C:6]1[CH:7]=[CH:8][C:9]2[N:13]=[C:12]([NH:14][C:15]([NH:33][CH2:32][CH2:31][N:25]3[CH2:30][CH2:29][O:28][CH2:27][CH2:26]3)=[O:18])[NH:11][C:10]=2[CH:19]=1. The product is ClC1=C(COC=2C=CC3=C(NC(=N3)NC(=O)NCCN3CCOCC3)C2)C(=CC=C1)Cl (1-{6-[(2,6-dichlorobenzyl)oxy]-1H-benzimidazol-2-yl}-3-(2-morpholin-4-ylethyl)urea). Solvent: C(C)OCC (diethyl oxide), CN1C(CCC1)=O (1-methylpyrrolidin-2-one). Run at time 25 minute. Isolated yield 76.0%. The reactants are ClC1=C(COC=2C=CC3=C(NC(=N3)NC(OC)=O)C2)C(=CC=C1)Cl (methyl {6-[(2,6-dichlorobenzyl)oxy]-1H-benzimidazol-2-yl}carbamate), N1(CCOCC1)CCN (2-morpholin-4-ylethanamine). Reported procedure: put a solution of 250 mg of methyl {6-[(2,6-dichlorobenzyl)oxy]-1H-benzimidazol-2-yl}carbamate and 178 mg of 2-morpholin-4-ylethanamine in 3 cm3 of 1-methylpyrrolidin-2-one in a microwave reactor. After the reactor has been sealed, it is put in the microwave cavity for 25 minutes at 125° C. The reaction mixture is then evaporated to dryness under reduced pressure (0.2 kPa) with a bath temperature of 85° C. The residue is taken up in 30 cm3 of water, then extracted three times with 180 cm3 of eth... Reactants: CS(=O)(=O)Cl (methanesulfonyl chloride), FC1=CC=C(C=C1)C=1C(=NN(C1)CCO)C1=CC=NC=C1 (4-(4-fluorophenyl)-3-(4-pyridinyl)-1H-pyrazole-1-ethanol), FC1=CC=C(C=C1)C=1C=NN(C1C1=CC=NC=C1)CCO (4-(4-fluorophenyl)-5-(4-pyridinyl)-1H-pyrazole-1-ethanol), ice, Example 11. The solvent is N1=CC=CC=C1 (pyridine). Run at temperature 0 celsius, time 12 hour. Yields the product FC1=CC=C(C=C1)C=1C(=NN(C1)CCN(C)C)C1=CC=NC=C1 (4-(4-fluorophenyl)-N,N-dimethyl-3-(4-pyridinyl)-1H-pyrazole-1-ethanamine). RXN SMILES: [F:1][C:2]1[CH:7]=[CH:6][C:5]([C:8]2[C:9]([C:16]3[CH:21]=[CH:20][N:19]=[CH:18][CH:17]=3)=[N:10][N:11]([CH2:13][CH2:14]O)[CH:12]=2)=[CH:4][CH:3]=1.FC1C=CC(C2C=N[N:32]([CH2:40]CO)[C:33]=2C2C=CN=CC=2)=CC=1.CS(Cl)(=O)=O>N1C=CC=CC=1>[F:1][C:2]1[CH:7]=[CH:6][C:5]([C:8]2[C:9]([C:16]3[CH:21]=[CH:20][N:19]=[CH:18][CH:17]=3)=[N:10][N:11]([CH2:13][CH2:14][N:32]([CH3:40])[CH3:33])[CH:12]=2)=[CH:4][CH:3]=1. Procedure details: 4-(4-fluorophenyl)-3-(4-pyridinyl)-1H-pyrazole-1-ethanol (or 4-(4-fluorophenyl)-5-(4-pyridinyl)-1H-pyrazole-1-ethanol) prepared as set forth in Example 11 (1.36 g) was dissolved in 30 mL pyridine and cooled to 0° C., whereupon methanesulfonyl chloride (0.6 mL) was added. After stirring at 0° C. for 12 hours, about 20 g of ice was added, and the mixture was extracted with toluene (300 ml). After evaporation, the residue was used directly without further purification. 0.7 g of the above obtained c...